This data is from the Open Reaction Database (ORD), a public repository of structured organic reaction records. The task is: describe an organic reaction: reactants, conditions, products, and yield Reactants: O=C(CBr)c1ccccc1, CC(C)(C)O, CCNCC, COc1ccc(C(C)=O)cc1, Cc1ccccc1, [Cl-], [Cl-], [Zn+2]. The product is COc1ccc(C(=O)CCC(=O)c2ccccc2)cc1. Reaction SMILES: [Br:22][CH2:23][C:24](=[O:25])[c:26]1[cH:27][cH:28][cH:29][cH:30][cH:31]1.[C:6]([OH:7])([CH3:8])([CH3:9])[CH3:10].[CH2:1]([NH:2][CH2:3][CH3:4])[CH3:5].[CH3:11][O:12][c:13]1[cH:14][cH:15][c:16]([C:19]([CH3:20])=[O:21])[cH:17][cH:18]1.[CH3:32][c:33]1[cH:34][cH:35][cH:36][cH:37][cH:38]1.[Cl-:39].[Cl-:41].[Zn+2:40]>>[CH3:11][O:12][c:13]1[cH:14][cH:15][c:16]([C:19]([CH2:20][CH2:23][C:24](=[O:25])[c:26]2[cH:27][cH:28][cH:29][cH:30][cH:31]2)=[O:21])[cH:17][cH:18]1. Reactants: C1(=CC=CC=C1)S(=O)(=O)C#N (Benzenesulfonyl cyanide), ClC(=O)OCC (ethyl chloroformate), C=1(C(=CC=CC1)C)C (xylene), C=1(C(=CC=CC1)C)C (xylene). Run at temperature 130 celsius. The product is C1(=CC=CC=C1)S(=O)(=O)C=1C=C2C(=CN1)OC=C2 (5-benzenesulfonylfuro[2,3-c]pyridine). As a reaction SMILES: [C:1]1([S:7]([C:10]#[N:11])(=[O:9])=[O:8])[CH:6]=[CH:5][CH:4]=[CH:3][CH:2]=1.ClC(OCC)=[O:14].[C:18]1([CH3:25])[C:19](C)=[CH:20]C=[CH:22][CH:23]=1>>[C:1]1([S:7]([C:10]2[CH:25]=[C:18]3[CH:23]=[CH:22][O:14][C:19]3=[CH:20][N:11]=2)(=[O:8])=[O:9])[CH:2]=[CH:3][CH:4]=[CH:5][CH:6]=1. Procedure: Benzenesulfonyl cyanide (90.2 g, 0.540 mol) and ethyl chloroformate (29.3 g, 0.270 mol) were mixed at room temperature in xylene (125 mL) and were stirred to reflux at a temperature of 120 to 140° C. A xylene (75 mL) solution of the crude 3-methylfuran-2-carbaldehyde-N-phenylimine (28.1 g) obtained above was added dropwise over 2 hours to the mixture. After all the solution had been added, the reaction mixture was heated to reflux for 3 hours, it was then cooled to room temperature, and the solv... Reactants: C1CCOC1, COCOc1ccc(Cc2c(C)cc(C(=O)OC)cc2C)cc1C(C)C, CC(C)C[AlH]CC(C)C. Product: COCOc1ccc(Cc2c(C)cc(CO)cc2C)cc1C(C)C. As a reaction SMILES: [CH2:36]1[O:37][CH2:38][CH2:39][CH2:40]1.[CH3:1][c:2]1[cH:3][c:4]([C:5](=[O:6])[O:7][CH3:8])[cH:9][c:10]([CH3:26])[c:11]1[CH2:12][c:13]1[cH:14][c:15]([CH:23]([CH3:24])[CH3:25])[c:16]([O:19][CH2:20][O:21][CH3:22])[cH:17][cH:18]1.[CH3:27][CH:28]([CH2:29][AlH:30][CH2:31][CH:32]([CH3:33])[CH3:34])[CH3:35]>>[CH3:1][c:2]1[cH:3][c:4]([CH2:5][OH:6])[cH:9][c:10]([CH3:26])[c:11]1[CH2:12][c:13]1[cH:14][c:15]([CH:23]([CH3:24])[CH3:25])[c:16]([O:19][CH2:20][O:21][CH3:22])[cH:17][cH:18]1. The reactants are CC(CC[C@]1(C(C(=C(C2=CC=CC=C12)O)C1=NS(C2=C(N1)C=CC(=C2)NS(=O)(=O)C)(=O)=O)=O)C)(C)C (N-{3-[(4R)-4-(3,3-dimethylbutyl)-1-hydroxy-4-methyl-3-oxo-3,4-dihydronaphthalen-2-yl]-1,1-dioxido-4H-1,2,4-benzothiadiazin-7-yl}methanesulfonamide), [OH-].[Ca+2].[OH-] (calcium hydroxide). Run in C(C)(C)O (isopropyl alcohol). Reaction conditions: time 6 day. Yields the product CC(CC[C@]1(C(C(=C(C2=CC=CC=C12)[O-])C1=NS(C2=C(N1)C=CC(=C2)NS(=O)(=O)C)(=O)=O)=O)C)(C)C.[Ca+2].CC(CC[C@]2(C(C(=C(C1=CC=CC=C21)[O-])C2=NS(C1=C(N2)C=CC(=C1)NS(=O)(=O)C)(=O)=O)=O)C)(C)C (Calcium (4R)-4-(3,3-dimethylbutyl)-4-methyl-2-{7-[(methylsulfonyl)amino]-1,1-dioxido-4H-1,2,4-benzothiadiazin-3-yl}-3-oxo-3,4-dihydronaphthalen-1-olate). Reaction SMILES: [CH3:1][C:2]([CH3:36])([CH3:35])[CH2:3][CH2:4][C@:5]1([CH3:34])[C:14]2[C:9](=[CH:10][CH:11]=[CH:12][CH:13]=2)[C:8]([OH:15])=[C:7]([C:16]2[NH:21][C:20]3[CH:22]=[CH:23][C:24]([NH:26][S:27]([CH3:30])(=[O:29])=[O:28])=[CH:25][C:19]=3[S:18](=[O:32])(=[O:31])[N:17]=2)[C:6]1=[O:33].[OH-].[Ca+2:38].[OH-]>C(O)(C)C>[CH3:1][C:2]([CH3:36])([CH3:35])[CH2:3][CH2:4][C@:5]1([CH3:34])[C:14]2[C:9](=[CH:10][CH:11]=[CH:12][CH:13]=2)[C:8]([O-:15])=[C:7]([C:16]2[NH:21][C:20]3[CH:22]=[CH:23][C:24]([NH:26][S:27]([CH3:30])(=[O:29])=[O:28])=[CH:25][C:19]=3[S:18](=[O:32])(=[O:31])[N:17]=2)[C:6]1=[O:33].[Ca+2:38].[CH3:1][C:2]([CH3:36])([CH3:35])[CH2:3][CH2:4][C@:5]1([CH3:34])[C:14]2[C:9](=[CH:10][CH:11]=[CH:12][CH:13]=2)[C:8]([O-:15])=[C:7]([C:16]2[NH:21][C:20]3[CH:22]=[CH:23][C:24]([NH:26][S:27]([CH3:30])(=[O:29])=[O:28])=[CH:25][C:19]=3[S:18](=[O:32])(=[O:31])[N:17]=2)[C:6]1=[O:33] |f:1.2.3,5.6.7|. Procedure details: Placed 52.71 mg of the product of Example 49-7 into a 3 mL reactivial. Added 300 μL of isopropyl alcohol and warmed on a hot-plate. Added 7.34 mg of calcium hydroxide. Solution clarified. Allowed to cool to ambient temperature. Apparent precipitate formed upon cool down. Warmed vial at 40° C. for approximately 20 minutes. No apparent change in precipitate. Allowed to stir at ambient for 6 days. Collected solid by vacuum filtration. The reactants are [BH4-], C1CCOC1, O=Cc1cc2c(Cl)cccc2nc1-c1ccccc1C(F)(F)F, [Na+]. Product: OCc1cc2c(Cl)cccc2nc1-c1ccccc1C(F)(F)F. Reaction SMILES: [BH4-:24].[CH2:26]1[O:27][CH2:28][CH2:29][CH2:30]1.[Cl:1][c:2]1[c:3]2[cH:4][c:5]([CH:22]=[O:23])[c:6](-[c:12]3[c:13]([C:18]([F:19])([F:20])[F:21])[cH:14][cH:15][cH:16][cH:17]3)[n:7][c:8]2[cH:9][cH:10][cH:11]1.[Na+:25]>>[Cl:1][c:2]1[c:3]2[cH:4][c:5]([CH2:22][OH:23])[c:6](-[c:12]3[c:13]([C:18]([F:19])([F:20])[F:21])[cH:14][cH:15][cH:16][cH:17]3)[n:7][c:8]2[cH:9][cH:10][cH:11]1. The reactants are C(#N)CC(CCOS(=O)(=O)C)CCOS(=O)(=O)C (Methanesulfonic acid 3-cyanomethyl-5-methanesulfonyloxy-pentyl ester), BrC1=CC(=C(C(=C1)C)N1C=C(C=2C1=NC(=CC2N)C)C)C (1-(4-bromo-2,6-dimethyl-phenyl)-3,6-dimethyl-1H-pyrrolo[2,3-b]pyridin-4-ylamine), C(#N)CC(CCOS(=O)(=O)C)CCOS(=O)(=O)C (methanesulfonic acid 3-cyanomethyl-5-methanesulfonyloxy-pentyl ester), C(C)(C)N(C(C)C)CC (N,N-diisopropylethylamine), C(C)(=O)OCC (ethyl acetate). Solvent: CN1C(CCC1)=O (N-methylpyrrolidone), O (water), CCCCCC (hexane). Conditions: temperature 135 celsius. Product: BrC1=CC(=C(C(=C1)C)N1C=C(C=2C1=NC(=CC2N2CCC(CC2)CC#N)C)C)C ({1-[1-(4-bromo-2,6-dimethyl-phenyl)-3,6-dimethyl-1H-pyrrolo[2,3-b]pyridin-4-yl]-piperidin-4-yl}-acetonitrile). The yield is 65.7%. Reaction SMILES: [Br:1][C:2]1[CH:7]=[C:6]([CH3:8])[C:5]([N:9]2[C:13]3=[N:14][C:15]([CH3:19])=[CH:16][C:17]([NH2:18])=[C:12]3[C:11]([CH3:20])=[CH:10]2)=[C:4]([CH3:21])[CH:3]=1.[C:22]([CH2:24][CH:25]([CH2:33][CH2:34]OS(C)(=O)=O)[CH2:26][CH2:27]OS(C)(=O)=O)#[N:23].C(N(CC)C(C)C)(C)C.C(OCC)(=O)C>CN1CCCC1=O.O.CCCCCC>[Br:1][C:2]1[CH:3]=[C:4]([CH3:21])[C:5]([N:9]2[C:13]3=[N:14][C:15]([CH3:19])=[CH:16][C:17]([N:18]4[CH2:34][CH2:33][CH:25]([CH2:24][C:22]#[N:23])[CH2:26][CH2:27]4)=[C:12]3[C:11]([CH3:20])=[CH:10]2)=[C:6]([CH3:8])[CH:7]=1. Procedure details: A mixture of 1-(4-bromo-2,6-dimethyl-phenyl)-3,6-dimethyl-1H-pyrrolo[2,3-b]pyridin-4-ylamine (10.0 g), methanesulfonic acid 3-cyanomethyl-5-methanesulfonyloxy-pentyl ester (11.3 g) and N,N-diisopropylethylamine (8.25 g) in N-methylpyrrolidone (10 mL) was heated at 135° C. for 4 hours. Methanesulfonic acid 3-cyanomethyl-5-methanesulfonyloxy-pentyl ester (2.60 g) was added to the reaction mixture and the mixture was heated at 135° C. for 4.5 hours. After cooling to room temperature, the reaction m... Starting materials: C1CCNC1, Cc1ccccc1, CN1CCN(C(=O)Cl)CC1. The product is CN1CCN(C(=O)N2CCCC2)CC1. RXN SMILES: [CH2:11]1[CH2:12][CH2:13][NH:14][CH2:15]1.[CH3:16][c:17]1[cH:18][cH:19][cH:20][cH:21][cH:22]1.[CH3:1][N:2]1[CH2:3][CH2:4][N:5]([C:8](=[O:9])[Cl:10])[CH2:6][CH2:7]1>>[CH3:1][N:2]1[CH2:3][CH2:4][N:5]([C:8](=[O:9])[N:14]2[CH2:13][CH2:12][CH2:11][CH2:15]2)[CH2:6][CH2:7]1. The reactants are O=C1c2c(Br)cccc2-n2cnc(-c3noc(CCl)n3)c2C2CCN12, CCNCC, CN(C)C=O. Yields the product CCN(CC)Cc1nc(-c2ncn3c2C2CCN2C(=O)c2c(Br)cccc2-3)no1. RXN SMILES: [Br:1][c:2]1[cH:3][cH:4][cH:5][c:6]2[c:7]1[C:8](=[O:25])[N:9]1[CH:10]([c:11]3[n:12]-2[cH:13][n:14][c:15]3-[c:16]2[n:17][o:18][c:19]([CH2:21][Cl:22])[n:20]2)[CH2:23][CH2:24]1.[CH2:26]([CH3:27])[NH:28][CH2:29][CH3:30].[CH3:31][N:32]([CH3:33])[CH:34]=[O:35]>>[Br:1][c:2]1[cH:3][cH:4][cH:5][c:6]2[c:7]1[C:8](=[O:25])[N:9]1[CH:10]([c:11]3[n:12]-2[cH:13][n:14][c:15]3-[c:16]2[n:17][o:18][c:19]([CH2:21][N:28]([CH2:26][CH3:27])[CH2:29][CH3:30])[n:20]2)[CH2:23][CH2:24]1. The reactants are C(C)(=O)OCC (ethyl acetate), O[C@H](C)[C@@H]1[C@@H]2N(C(=C([C@@H]2C)OP(=O)(C2=CC=CC=C2)C2=CC=CC=C2)C(=O)OCC2=CC=C(C=C2)[N+](=O)[O-])C1=O (4-nitrobenzyl (1R,5R,6S)-6-[(1R)-1-hydroxyethyl]-1-methyl-2-(diphenylphosphoryloxy)-1-carbapen-2-em-3-carboxylate), S[C@H]1C[C@H](N(C1)C)C(=O)N1C[C@@H](CC1)CNC(=O)OCC1=CC=C(C=C1)[N+](=O)[O-] ((2S,4S)-4-mercapto-1-methyl-2-[(3S)-3-(4-nitrobenzyloxycarbonylaminomethyl)pyrrolidin-1-ylcarbonyl]pyrrolidine). The solvent is C(C)#N (acetonitrile), C(C)(C)N(C(C)C)CC (N,N-diisopropylethylamine), C(C)#N (acetonitrile). Yields the product O[C@H](C)[C@@H]1[C@@H]2N(C(=C([C@@H]2C)S[C@H]2C[C@H](N(C2)C)C(=O)N2C[C@@H](CC2)CNC(=O)OCC2=CC=C(C=C2)[N+](=O)[O-])C(=O)OCC2=CC=C(C=C2)[N+](=O)[O-])C1=O (4-nitrobenzyl (1R,5S,6S)-6-[(1R)-1-hydroxyethyl]-1-methyl-2-[(2S,4S)-1-methyl-2-[(3S)-3-(4-nitrobenzyloxycarbonylaminomethyl)pyrrolidin-1-ylcarbonyl]pyrrolidin-4-ylthio]-1-carbapen-2-em-3-carboxylate). Yield: 78.4%. As a reaction SMILES: [OH:1][C@@H:2]([C@H:4]1[C:39](=[O:40])[N:6]2[C:7]([C:26]([O:28][CH2:29][C:30]3[CH:35]=[CH:34][C:33]([N+:36]([O-:38])=[O:37])=[CH:32][CH:31]=3)=[O:27])=[C:8](OP(C3C=CC=CC=3)(C3C=CC=CC=3)=O)[C@H:9]([CH3:10])[C@H:5]12)[CH3:3].[SH:41][C@@H:42]1[CH2:46][N:45]([CH3:47])[C@H:44]([C:48]([N:50]2[CH2:54][CH2:53][C@@H:52]([CH2:55][NH:56][C:57]([O:59][CH2:60][C:61]3[CH:66]=[CH:65][C:64]([N+:67]([O-:69])=[O:68])=[CH:63][CH:62]=3)=[O:58])[CH2:51]2)=[O:49])[CH2:43]1.C(OCC)(=O)C>C(#N)C.C(N(CC)C(C)C)(C)C>[OH:1][C@@H:2]([C@H:4]1[C:39](=[O:40])[N:6]2[C:7]([C:26]([O:28][CH2:29][C:30]3[CH:35]=[CH:34][C:33]([N+:36]([O-:38])=[O:37])=[CH:32][CH:31]=3)=[O:27])=[C:8]([S:41][C@@H:42]3[CH2:46][N:45]([CH3:47])[C@H:44]([C:48]([N:50]4[CH2:54][CH2:53][C@@H:52]([CH2:55][NH:56][C:57]([O:59][CH2:60][C:61]5[CH:66]=[CH:65][C:64]([N+:67]([O-:69])=[O:68])=[CH:63][CH:62]=5)=[O:58])[CH2:51]4)=[O:49])[CH2:43]3)[C@H:9]([CH3:10])[C@H:5]12)[CH3:3]. Procedure: To a solution of 4-nitrobenzyl (1R,5R,6S)-6-[(1R)-1-hydroxyethyl]-1-methyl-2-(diphenylphosphoryloxy)-1-carbapen-2-em-3-carboxylate (0.73 g) in anhydrous acetonitrile (7 ml), N,N-diisopropylethylamine (0.22 ml) and a solution of (2S,4S)-4-mercapto-1-methyl-2-[(3S)-3-(4-nitrobenzyloxycarbonylaminomethyl)pyrrolidin-1-ylcarbonyl]pyrrolidine (0.57 g) in anhydrous acetonitrile (10 ml) were added while stirring in an ice bath. The resulting mixture was stirred overnight at 0° C. To the reaction mixture... The reactants are ClC1=NC=NC(=C1)NC1=CC(=CC=C1)C (4-chloro-6-(3'-methylanilino)pyrimidine), C(#N)COC1=CC=C(N)C=C1 (4-cyanomethoxyaniline). Yields the product C(#N)COC1=CC=C(NC2=NC=NC(=C2)NC2=CC(=CC=C2)C)C=C1 (4-(4'-cyanomethoxyanilino)-6-(3'-methylanilino)pyrimidine). Yield: 24.0%. Reaction SMILES: Cl[C:2]1[CH:7]=[C:6]([NH:8][C:9]2[CH:14]=[CH:13][CH:12]=[C:11]([CH3:15])[CH:10]=2)[N:5]=[CH:4][N:3]=1.[C:16]([CH2:18][O:19][C:20]1[CH:26]=[CH:25][C:23]([NH2:24])=[CH:22][CH:21]=1)#[N:17]>>[C:16]([CH2:18][O:19][C:20]1[CH:26]=[CH:25][C:23]([NH:24][C:2]2[CH:7]=[C:6]([NH:8][C:9]3[CH:14]=[CH:13][CH:12]=[C:11]([CH3:15])[CH:10]=3)[N:5]=[CH:4][N:3]=2)=[CH:22][CH:21]=1)#[N:17]. Reported procedure: Using an analogous reaction procedure to that described in Example 6, 4-chloro-6-(3'-methylanilino)pyrimidine (1.0 g) was reacted with 4-cyanomethoxyaniline (0.6 g). The reaction product was chromatographed on silica to give 4-(4'-cyanomethoxyanilino)-6-(3'-methylanilino)pyrimidine in 24% yield, m.p. 207°-210° C.;